Dataset: the Open Reaction Database (ORD), a public repository of structured organic reaction records. Task: describe an organic reaction: reactants, conditions, products, and yield Starting materials: CN1C(CCC1)=O (N-methylpyrrolidone), [OH-].[Na+] (sodium hydroxide), CN1C(CCC1)=O (N-methylpyrrolidone), Cl (hydrochloric acid), C1(=CC=CC=C1)O (phenol). Run at temperature 140 celsius, time 2 hour. The product is C1(=CC=CC=C1)O.C1(=CC=CC=C1)O.C1(=CC=CC=C1)C=CC1=CC=CC=C1 (stilbene bisphenol). RXN SMILES: [OH-].[Na+].[C:3]1([OH:9])[CH:8]=[CH:7][CH:6]=[CH:5][CH:4]=1.Cl.CN1[CH2:16][CH2:15][CH2:14][C:13]1=O>>[C:3]1([OH:9])[CH:8]=[CH:7][CH:6]=[CH:5][CH:4]=1.[C:3]1([OH:9])[CH:8]=[CH:7][CH:6]=[CH:5][CH:4]=1.[C:3]1([CH:13]=[CH:14][C:15]2[CH:16]=[CH:5][CH:4]=[CH:3][CH:8]=2)[CH:8]=[CH:7][CH:6]=[CH:5][CH:4]=1 |f:0.1,5.6.7|. Reported procedure: To a 2-liter four-necked flask equipped with a thermometer, stirrer and condenser were added 245.2 g of 48.3% aqueous sodium hydroxide solution and 552 g of N-methylpyrrolidone, and the inner atmosphere was replaced by nitrogen. Under nitrogen flow, the temperature of the solution was raised to 140° C. To this, was added dropwise 225.6 g of the phenol intermediate obtained in Synthetic Example 1 and 676 g of N-methylpyrrolidone solution at 140° C. for 1.5 hours and kept at that temperature for 2... Reactants: CC(=O)OC(C)=O, ClCCl, [Na+], O=C([O-])O, COC(=O)C1CCC(OC)C(O)C1, O=[N+]([O-])O. Product: COC(=O)C1CCC(OC)C(O[N+](=O)[O-])C1. As a reaction SMILES: [CH3:1][C:2]([O:3][C:4](=[O:5])[CH3:6])=[O:7].[Cl:30][CH2:31][Cl:32].[Na+:29].[O-:25][C:26]([OH:27])=[O:28].[OH:12][CH:13]1[CH2:14][CH:15]([C:21](=[O:22])[O:23][CH3:24])[CH2:16][CH2:17][CH:18]1[O:19][CH3:20].[OH:8][N+:9]([O-:10])=[O:11]>>[O:8]=[N+:9]([O-:10])[O:11][CH:13]1[CH2:14][CH:15]([C:21](=[O:22])[O:23][CH3:24])[CH2:16][CH2:17][CH:18]1[O:19][CH3:20].